This data is from the Open Reaction Database (ORD), a public repository of structured organic reaction records. The task is: describe an organic reaction: reactants, conditions, products, and yield The reactants are [Br-].S1C=C(C=C1)C=1C=C(C[P+](C2=CC=CC=C2)(C2=CC=CC=C2)C2=CC=CC=C2)C=CC1 (3-(3-thienyl)benzyl(triphenyl)phosphonium bromide), C(C)OCC (ethyl ether), ClCCCCC=O (5-chloro-pentanal), [H-].[Na+] (sodium hydride). Run in CN(C=O)C (dimethylformamide). Conditions: time 15 minute. Product: ClCCCC/C=C/C=1C=C(C=CC1)C1=CSC=C1 ((E)-3-[3-(6-chloro-1-hexenyl)phenyl]thiophene). As a reaction SMILES: [Br-].[S:2]1[CH:6]=[CH:5][C:4]([C:7]2[CH:8]=[C:9]([CH:30]=[CH:31][CH:32]=2)[CH2:10][P+](C2C=CC=CC=2)(C2C=CC=CC=2)C2C=CC=CC=2)=[CH:3]1.[H-].[Na+].C(OCC)C.[Cl:40][CH2:41][CH2:42][CH2:43][CH2:44][CH:45]=O>CN(C)C=O>[Cl:40][CH2:41][CH2:42][CH2:43][CH2:44]/[CH:45]=[CH:10]/[C:9]1[CH:8]=[C:7]([C:4]2[CH:5]=[CH:6][S:2][CH:3]=2)[CH:32]=[CH:31][CH:30]=1 |f:0.1,2.3|. Reported procedure: 400 mg of 3-(3-thienyl)benzyl(triphenyl)phosphonium bromide was dissolved in 2 ml of dimethylformamide, and under ice cooling, 37 mg of 60% oily sodium hydride was added. The mixture was stirred for 15 minutes, and to this solution was added an ethyl ether solution (0.6 ml) of the foregoing aldehyde compound. The mixture was stirred overnight at room temperature, and then the solvent was evaporated. The residue was worked up in a customary manner, and purified by silica gel column chromatography...